Dataset: the Open Reaction Database (ORD), a public repository of structured organic reaction records. Task: describe an organic reaction: reactants, conditions, products, and yield The reactants are C(C)(C)(C)[Si](OC1CN(CCC1O[Si](C)(C)C(C)(C)C)CCCCN1CCN(CCC1=O)C(\C=C\C1=CC(=C(C=C1)Cl)Cl)=O)(C)C (4-{4-[(3RS,4SR)-3,4-bis-(tert-butyl-dimethyl-silanyloxy)-piperidin-1-yl]-butyl}-1-[(E)-3-(3,4-dichloro-phenyl)-acryloyl]-[1,4]diazepan-5-one), Cl (HCl). Solvent: CO (MeOH), O1CCOCC1 (dioxane). Reaction conditions: time 2 hour. Yields the product Cl.ClC=1C=C(C=CC1Cl)/C=C/C(=O)N1CCN(C(CC1)=O)CCCCN1CC(C(CC1)O)O (1-[(E)-3-(3,4-Dichloro-phenyl)-acryloyl]-4-[4-((3RS,4SR)-3,4-dihydroxy-piperidin-1-yl)-butyl]-[1,4]diazepan-5-one hydrochlorid). The yield is 145.4%. RXN SMILES: C([Si](C)(C)[O:6][CH:7]1[CH:12]([O:13][Si](C(C)(C)C)(C)C)[CH2:11][CH2:10][N:9]([CH2:21][CH2:22][CH2:23][CH2:24][N:25]2[C:31](=[O:32])[CH2:30][CH2:29][N:28]([C:33](=[O:44])/[CH:34]=[CH:35]/[C:36]3[CH:41]=[CH:40][C:39]([Cl:42])=[C:38]([Cl:43])[CH:37]=3)[CH2:27][CH2:26]2)[CH2:8]1)(C)(C)C.Cl>CO.O1CCOCC1>[ClH:42].[Cl:43][C:38]1[CH:37]=[C:36](/[CH:35]=[CH:34]/[C:33]([N:28]2[CH2:29][CH2:30][C:31](=[O:32])[N:25]([CH2:24][CH2:23][CH2:22][CH2:21][N:9]3[CH2:10][CH2:11][CH:12]([OH:13])[CH:7]([OH:6])[CH2:8]3)[CH2:26][CH2:27]2)=[O:44])[CH:41]=[CH:40][C:39]=1[Cl:42] |f:4.5|. Procedure: A solution of 0.100 g (0.14 mmol) of 4-{4-[(3RS,4SR)-3,4-bis-(tert-butyl-dimethyl-silanyloxy)-piperidin-1-yl]-butyl}-1-[(E)-3-(3,4-dichloro-phenyl)-acryloyl]-[1,4]diazepan-5-one in 2 mL of MeOH was cooled (0° C.), treated with 0.35 ml (1.40 mmol) of 4M HCl in dioxane and stirred at RT for 2 h. The solution was evaporated, dissolved in toluene and evaporated (2×) to yield 0.053 g (73%) of the title compound as light brown foam. MS: 484.2 (MH+, 2Cl). The reactants are CC(c1ccc(Br)cc1)N1C(=O)c2ccccc2C1=O, COCCOC, COc1ncccc1B(O)O, [Na+], [Na+], O=C([O-])[O-], c1ccc(P(c2ccccc2)(c2ccccc2)[Pd](P(c2ccccc2)(c2ccccc2)c2ccccc2)(P(c2ccccc2)(c2ccccc2)c2ccccc2)P(c2ccccc2)(c2ccccc2)c2ccccc2)cc1. Yields the product COc1ncccc1-c1ccc(C(C)N2C(=O)c3ccccc3C2=O)cc1. RXN SMILES: [Br:12][c:13]1[cH:14][cH:15][c:16]([CH:19]([CH3:20])[N:21]2[C:22](=[O:31])[c:23]3[cH:24][cH:25][cH:26][cH:27][c:28]3[C:29]2=[O:30])[cH:17][cH:18]1.[CH3:115][O:116][CH2:117][CH2:118][O:119][CH3:120].[CH3:1][O:2][c:3]1[n:4][cH:5][cH:6][cH:7][c:8]1[B:9]([OH:10])[OH:11].[Na+:32].[Na+:33].[O-:34][C:35](=[O:36])[O-:37].[cH:38]1[cH:39][cH:40][c:41]([P:42]([Pd:43]([P:44]([c:45]2[cH:46][cH:47][cH:48][cH:49][cH:50]2)([c:51]2[cH:52][cH:53][cH:54][cH:55][cH:56]2)[c:57]2[cH:58][cH:59][cH:60][cH:61][cH:62]2)([P:63]([c:64]2[cH:65][cH:66][cH:67][cH:68][cH:69]2)([c:70]2[cH:71][cH:72][cH:73][cH:74][cH:75]2)[c:76]2[cH:77][cH:78][cH:79][cH:80][cH:81]2)[P:82]([c:83]2[cH:84][cH:85][cH:86][cH:87][cH:88]2)([c:89]2[cH:90][cH:91][cH:92][cH:93][cH:94]2)[c:95]2[cH:96][cH:97][cH:98][cH:99][cH:100]2)([c:101]2[cH:102][cH:103][cH:104][cH:105][cH:106]2)[c:107]2[cH:108][cH:109][cH:110][cH:111][cH:112]2)[cH:113][cH:114]1>>[CH3:1][O:2][c:3]1[n:4][cH:5][cH:6][cH:7][c:8]1-[c:13]1[cH:14][cH:15][c:16]([CH:19]([CH3:20])[N:21]2[C:22](=[O:31])[c:23]3[cH:24][cH:25][cH:26][cH:27][c:28]3[C:29]2=[O:30])[cH:17][cH:18]1.